This data is from the Open Reaction Database (ORD), a public repository of structured organic reaction records. The task is: describe an organic reaction: reactants, conditions, products, and yield Starting materials: BrCCC1=CC=C(C=C1)CC#N ([4-(2-bromoethyl)phenyl]acetonitrile), C(C)(=O)O (acetic acid). Run in Br (hydrobromic acid). Yields the product BrCCC1=CC=C(C=C1)CC(=O)O ([4-(2-Bromoethyl)phenyl]acetic Acid). Reaction SMILES: [Br:1][CH2:2][CH2:3][C:4]1[CH:9]=[CH:8][C:7](CC#N)=[CH:6][CH:5]=1.[C:13]([OH:16])(=[O:15])[CH3:14]>Br>[Br:1][CH2:2][CH2:3][C:4]1[CH:9]=[CH:8][C:7]([CH2:14][C:13]([OH:16])=[O:15])=[CH:6][CH:5]=1. Reported procedure: A solution of [4-(2-bromoethyl)phenyl]acetonitrile (56.0 g., 0.25 mole) in 48% hydrobromic acid (200 ml.) and acetic acid (600 ml.) is boiled under reflux for 4 hours. The solution is reduced to one-third volume by distillation at reduced pressure. The residue is diluted with 400 ml. of water to force out the oily product which is taken up in ether, washed with water, and dried over sodium sulfate. Evaporation of the solvent leaves the title compound as a residual oil. Starting materials: CO, O=c1[nH]c2ccc(C3CCC(NCC4CC(c5ccc(F)cc5)=NO4)CC3)cc2o1, [Na+], [OH-]. Yields the product CN(CC1CC(c2ccc(F)cc2)=NO1)C1CCC(c2ccc3[nH]c(=O)oc3c2)CC1. As a reaction SMILES: [CH3:33][OH:34].[F:1][c:2]1[cH:3][cH:4][c:5]([C:8]2=[N:9][O:10][CH:11]([CH2:13][NH:14][CH:15]3[CH2:16][CH2:17][CH:18]([c:21]4[cH:22][c:23]5[c:24]([nH:25][c:26](=[O:28])[o:27]5)[cH:29][cH:30]4)[CH2:19][CH2:20]3)[CH2:12]2)[cH:6][cH:7]1.[Na+:32].[OH-:31]>>[F:1][c:2]1[cH:3][cH:4][c:5]([C:8]2=[N:9][O:10][CH:11]([CH2:13][N:14]([CH:15]3[CH2:16][CH2:17][CH:18]([c:21]4[cH:22][c:23]5[c:24]([nH:25][c:26](=[O:28])[o:27]5)[cH:29][cH:30]4)[CH2:19][CH2:20]3)[CH3:33])[CH2:12]2)[cH:6][cH:7]1.